This data is from the Open Reaction Database (ORD), a public repository of structured organic reaction records. The task is: describe an organic reaction: reactants, conditions, products, and yield Starting materials: C(#C)C=1C=NN2C1N=C(C=C2C)C2=CC=C(C=C2)C(F)(F)F (3-ethynyl-7-methyl-5-(4-trifluoromethyl-phenyl)-pyrazolo[1,5-a]pyrimidine), NC1=NC=C(C=C1)Br (2-amino-5-bromopyridine). Product: CC1=CC(=NC=2N1N=CC2C#CC=2C=CC(=NC2)N)C2=CC=C(C=C2)C(F)(F)F (5-[7-Methyl-5-(4-trifluoromethyl-phenyl)-pyrazolo[1,5-a]pyrimidin-3-ylethynyl]-pyridin-2-ylamine), solid. Isolated yield 19.0%. Reaction SMILES: [C:1]([C:3]1[CH:4]=[N:5][N:6]2[C:11]([CH3:12])=[CH:10][C:9]([C:13]3[CH:18]=[CH:17][C:16]([C:19]([F:22])([F:21])[F:20])=[CH:15][CH:14]=3)=[N:8][C:7]=12)#[CH:2].[NH2:23][C:24]1[CH:29]=[CH:28][C:27](Br)=[CH:26][N:25]=1>>[CH3:12][C:11]1[N:6]2[N:5]=[CH:4][C:3]([C:1]#[C:2][C:27]3[CH:28]=[CH:29][C:24]([NH2:23])=[N:25][CH:26]=3)=[C:7]2[N:8]=[C:9]([C:13]2[CH:18]=[CH:17][C:16]([C:19]([F:21])([F:22])[F:20])=[CH:15][CH:14]=2)[CH:10]=1. Procedure details: The title compound was prepared from 3-ethynyl-7-methyl-5-(4-trifluoromethyl-phenyl)-pyrazolo[1,5-a]pyrimidine (example C.12) (151 mg, 0.5 mmol) and 2-amino-5-bromopyridine (87 mg, 0.5 mmol) according to general procedure II. Obtained as an orange solid (37 mg, 19%). MS (ISP) 394.0 [(M+H)+]. The reactants are COC1=CC(=C(NC2=NC=CC=C2)C=C1)N (4-methoxy-2-amino-N-(2-pyridyl)aniline), C(C)(=O)Cl (acetyl chloride), N1=C(C=CC=C1)N1C(=NC2=C1C=CC=C2)\C=C\C2=CC=CC=C2 ((E)-1-(2-pyridyl)-2-styryl-1H-benzimidazole). The product is CC1(NC2=C(N1)C=CC=C2)C2=NC=CC=C2 (2-Methyl-2-(2-pyridyl)-1H-benzimidazole). RXN SMILES: CO[C:3]1[CH:15]=[CH:14][C:6]([NH:7][C:8]2[CH:13]=[CH:12][CH:11]=[CH:10]N=2)=[C:5]([NH2:16])[CH:4]=1.[C:17](Cl)(=O)C.[N:21]1C=CC=C[C:22]=1N1C2C=CC=CC=2N=C1/C=C/C1C=CC=CC=1>>[CH3:17][C:8]1([C:13]2[CH:12]=[CH:11][CH:10]=[CH:22][N:21]=2)[NH:7][C:6]2[CH:14]=[CH:15][CH:3]=[CH:4][C:5]=2[NH:16]1. Reported procedure: The titled compound was prepared from 4-methoxy-2-amino-N-(2-pyridyl)aniline and acetyl chloride according to the preparation of (E)-1-(2-pyridyl)-2-styryl-1H-benzimidazole (Example 1, method A).